From a dataset of the Open Reaction Database (ORD), a public repository of structured organic reaction records. describe an organic reaction: reactants, conditions, products, and yield Reactants: CCOCC, COC(=O)C(=O)c1ccc(O)cc1, CCCCCC, CN(C)C=O, Fc1ccc(C=CCCl)cc1, [H-], [Na+]. Product: COC(=O)C(=O)c1ccc(OCC=Cc2ccc(F)cc2)cc1. RXN SMILES: [CH2:33]([O:34][CH2:35][CH3:36])[CH3:37].[CH3:1][O:2][C:3]([C:4]([c:5]1[cH:6][cH:7][c:8]([OH:11])[cH:9][cH:10]1)=[O:12])=[O:13].[CH3:27][CH2:28][CH2:29][CH2:30][CH2:31][CH3:32].[CH3:38][N:39]([CH3:40])[CH:41]=[O:42].[Cl:16][CH2:17][CH:18]=[CH:19][c:20]1[cH:21][cH:22][c:23]([F:26])[cH:24][cH:25]1.[H-:14].[Na+:15]>>[CH3:1][O:2][C:3]([C:4]([c:5]1[cH:6][cH:7][c:8]([O:11][CH2:17][CH:18]=[CH:19][c:20]2[cH:21][cH:22][c:23]([F:26])[cH:24][cH:25]2)[cH:9][cH:10]1)=[O:12])=[O:13]. Reactants: C(C)(=O)O[C@H]1[C@@H](O)O[C@@H]([C@H]([C@@H]1OC(C)=O)OC(C)=O)C(=O)OC (methyl 2,3,4-tri-O-acetyl-α-D-glucopyranuronate), CC1(C=2C=CC(=CC2C(CC1)(C)C)/C(=C/C1=CC=C(C(=O)Cl)C=C1)/C)C (p-[(E)-2-(5,6,7,8-tetrahydro-5,5,8,8-tetramethyl-2-naphthyl)-propenyl]-benzoyl chloride). Solvent: N1=CC=CC=C1 (pyridine), CCOCC (ether). Reaction conditions: time 8 hour. Yields the product C(C)(=O)O[C@H]1C(OC(C2=CC=C(C=C2)\C=C(/C)\C2=CC=3C(CCC(C3C=C2)(C)C)(C)C)=O)O[C@@H]([C@H]([C@@H]1OC(C)=O)OC(C)=O)C(=O)OC (methyl 2,3,4-tri-O-acetyl-1-O-[p-[(E)-2-(5,6,7,8-tetrahydro-5,5,8,8-tetramethyl-2-naphthyl)-propenyl]-benzoyl]-D-glucopyranuronate). Reaction SMILES: [C:1]([O:4][C@@H:5]1[C@@H:11]([O:12][C:13](=[O:15])[CH3:14])[C@H:10]([O:16][C:17](=[O:19])[CH3:18])[C@@H:9]([C:20]([O:22][CH3:23])=[O:21])[O:8][C@@H:6]1[OH:7])(=[O:3])[CH3:2].[CH3:24][C:25]1([CH3:49])[CH2:34][CH2:33][C:32]([CH3:36])([CH3:35])[C:31]2[CH:30]=[C:29](/[C:37](/[CH3:48])=[CH:38]/[C:39]3[CH:47]=[CH:46][C:42]([C:43](Cl)=[O:44])=[CH:41][CH:40]=3)[CH:28]=[CH:27][C:26]1=2>N1C=CC=CC=1.CCOCC>[C:1]([O:4][C@@H:5]1[C@@H:11]([O:12][C:13](=[O:15])[CH3:14])[C@H:10]([O:16][C:17](=[O:19])[CH3:18])[C@@H:9]([C:20]([O:22][CH3:23])=[O:21])[O:8][CH:6]1[O:7][C:43](=[O:44])[C:42]1[CH:46]=[CH:47][C:39](/[CH:38]=[C:37](/[C:29]2[CH:28]=[CH:27][C:26]3[C:25]([CH3:49])([CH3:24])[CH2:34][CH2:33][C:32]([CH3:36])([CH3:35])[C:31]=3[CH:30]=2)\[CH3:48])=[CH:40][CH:41]=1)(=[O:3])[CH3:2]. Procedure details: A solution of 3.4 g of methyl 2,3,4-tri-O-acetyl-α-D-glucopyranuronate in 40 ml of pyridine was reacted at 0° C. with a solution of p-[(E)-2-(5,6,7,8-tetrahydro-5,5,8,8-tetramethyl-2-naphthyl)-propenyl]-benzoyl chloride in 70 ml of ether. The mixture was stirred at room temperature overnight, evaporated to dryness and the residue was chromatographed on silica gel with hexane/ethyl acetate. There was obtained methyl 2,3,4-tri-O-acetyl-1-O-[p-[(E)-2-(5,6,7,8-tetrahydro-5,5,8,8-tetramethyl-2-naphth...